From a dataset of the Open Reaction Database (ORD), a public repository of structured organic reaction records. describe an organic reaction: reactants, conditions, products, and yield The reactants are ClC=1C=2N(C=CN1)C(=NC2C2=CC=C1C=CC(=NC1=C2)C2=CC=CC=C2)C2CC(C2)=C (7-[8-chloro-3-(3-methylenecyclobutyl)-imidazo[1,5-a]pyrazin-1-yl]-2-phenylquinoline), B1C2CCCC1CCC2 (9-BBN), [OH-].[Na+] (NaOH), OO (H2O2). Solvent: C1CCOC1 (THF), C(Cl)Cl (methylene chloride). Run at time 10 minute. The product is ClC=1C=2N(C=CN1)C(=NC2C2=CC=C1C=CC(=NC1=C2)C2=CC=CC=C2)C2CC(C2)CO ({3-[8-Chloro-1-(2-phenylquinolin-7-yl)-imidazo[1,5-a]pyrazin-3-yl]-cyclobutyl}-methanol). Reaction SMILES: [Cl:1][C:2]1[C:3]2[N:4]([C:8]([CH:27]3[CH2:30][C:29](=[CH2:31])[CH2:28]3)=[N:9][C:10]=2[C:11]2[CH:20]=[C:19]3[C:14]([CH:15]=[CH:16][C:17]([C:21]4[CH:26]=[CH:25][CH:24]=[CH:23][CH:22]=4)=[N:18]3)=[CH:13][CH:12]=2)[CH:5]=[CH:6][N:7]=1.B1C2CCCC1CCC2.[OH-:41].[Na+].OO>C1COCC1.C(Cl)Cl>[Cl:1][C:2]1[C:3]2[N:4]([C:8]([CH:27]3[CH2:30][CH:29]([CH2:31][OH:41])[CH2:28]3)=[N:9][C:10]=2[C:11]2[CH:20]=[C:19]3[C:14]([CH:15]=[CH:16][C:17]([C:21]4[CH:26]=[CH:25][CH:24]=[CH:23][CH:22]=4)=[N:18]3)=[CH:13][CH:12]=2)[CH:5]=[CH:6][N:7]=1 |f:2.3|. Procedure details: To a solution of 7-[8-chloro-3-(3-methylenecyclobutyl)-imidazo[1,5-a]pyrazin-1-yl]-2-phenylquinoline (338 mg, 0.8 mmol) in dry THF (5 mL) was added 9-BBN (2.4 mL, 1.2 mmol, 0.5M in THF) dropwise at 0° C. under nitrogen atmosphere. The temperature was slowly warmed to rt overnight. The mixture was cooled to 0° C., and 3 mL 1N aq. NaOH and 0.6 mL 30% aq. H2O2 were added, the resulting mixture was stirred at 0° C. for 10 min, then rt for 30 min. The mixture was diluted with methylene chloride (30 m...